From a dataset of the Open Reaction Database (ORD), a public repository of structured organic reaction records. describe an organic reaction: reactants, conditions, products, and yield The reactants are NC=1C=C(C=CC1F)CO ((3-amino-4-fluorophenyl)methanol), OC1=CC(OC(=C1)C)=O (4-hydroxy-6-methyl-2-pyrone). Run in ClC1=C(C=CC=C1)Cl (o-dichlorobenzene). Reaction conditions: time 10 minute. The product is FC1=C(C=C(C=C1)CO)N1C(C=C(C=C1C)O)=O (1-[2-fluoro-5-(hydroxymethyl)phenyl]-4-hydroxy-6-methylpyridin-2(1H)-one). As a reaction SMILES: [NH2:1][C:2]1[CH:3]=[C:4]([CH2:9][OH:10])[CH:5]=[CH:6][C:7]=1[F:8].[OH:11][C:12]1[CH:17]=[C:16]([CH3:18])[O:15][C:14](=O)[CH:13]=1>ClC1C=CC=CC=1Cl>[F:8][C:7]1[CH:6]=[CH:5][C:4]([CH2:9][OH:10])=[CH:3][C:2]=1[N:1]1[C:16]([CH3:18])=[CH:17][C:12]([OH:11])=[CH:13][C:14]1=[O:15]. Procedure details: A 100 mL round bottomed flask equipped with stirbar, Dean-Stark trap and reflux condenser was charged with (3-amino-4-fluorophenyl)methanol (4.5 g, 31.9 mmol), 4-hydroxy-6-methyl-2-pyrone (4 g, 31.9 mmol) and o-dichlorobenzene (5 mL). The system was immersed in a 170 C oil bath for 10 minutes. The solvent was removed in vacuo and the residue was chromatographed on reverse phase (75:25 water:acetonitrile with 0.05% TFA). The product contained some starting materials after purification and was use... The reactants are ice, [N+](=O)([O-])C=1C=C(C(=O)O)C=C(C1)C(F)(F)F (3-nitro-5-(trifluoromethyl)benzoic acid), C(C)(=O)Cl (acetyl chloride). Run in CO (methanol). Conditions: temperature 0 celsius, time 20 minute. Product: [N+](=O)([O-])C=1C=C(C(=O)OC)C=C(C1)C(F)(F)F (methyl 3-nitro-5-(trifluoromethyl)benzoate). Isolated yield 93.1%. Reaction SMILES: [N+:1]([C:4]1[CH:5]=[C:6]([CH:10]=[C:11]([C:13]([F:16])([F:15])[F:14])[CH:12]=1)[C:7]([OH:9])=[O:8])([O-:3])=[O:2].[C:17](Cl)(=O)C>CO>[N+:1]([C:4]1[CH:5]=[C:6]([CH:10]=[C:11]([C:13]([F:14])([F:15])[F:16])[CH:12]=1)[C:7]([O:9][CH3:17])=[O:8])([O-:3])=[O:2]. Procedure details: To an ice cooled stirred solution of 3-nitro-5-(trifluoromethyl)benzoic acid (25.00 g, 106.3 mmol) in methanol (500 mL) was added acetyl chloride (22.00 g, 280.2 mmol) dropwise over 20 min. After the addition was complete, the reaction mixture was stirred for 20 min at 0° C., then heated at reflux for 6 h and then cooled to room temperature. The reaction mixture was concentrated under reduced pressure and the residue was dissolved in ethyl acetate, washed with saturated aqueous sodium bicarbonat... Reactants: C1(=CC=CC=C1)C1N(O1)S(=O)(=O)C1=CC=CC=C1 (3-phenyl-2-(phenylsulfonyl)-1,2-oxaziridine), C[Si](C)(C)[N-][Si](C)(C)C.[K+] (KHMDS), ClC1=C(C(=NC=2N1N=CC2C2=CC=CC=C2)C)CC(=O)OC (methyl 2-(7-chloro-5-methyl-3-phenylpyrazolo[1,5-a]pyrimidin-6-yl)acetate). The solvent is C1CCOC1 (THF), C1CCOC1 (THF), C1CCOC1 (THF). Reaction conditions: temperature -78 celsius, time 30 minute. The product is ClC1=C(C(=NC=2N1N=CC2C2=CC=CC=C2)C)C(C(=O)OC)O (Methyl 2-(7-chloro-5-methyl-3-phenylpyrazolo[1,5-a]pyrimidin-6-yl)-2-hydroxyacetate). Isolated yield 50.2%. RXN SMILES: C[Si]([N-][Si](C)(C)C)(C)C.[K+].[Cl:11][C:12]1[N:17]2[N:18]=[CH:19][C:20]([C:21]3[CH:26]=[CH:25][CH:24]=[CH:23][CH:22]=3)=[C:16]2[N:15]=[C:14]([CH3:27])[C:13]=1[CH2:28][C:29]([O:31][CH3:32])=[O:30].C1(C2[O:41]N2S(C2C=CC=CC=2)(=O)=O)C=CC=CC=1>C1COCC1>[Cl:11][C:12]1[N:17]2[N:18]=[CH:19][C:20]([C:21]3[CH:26]=[CH:25][CH:24]=[CH:23][CH:22]=3)=[C:16]2[N:15]=[C:14]([CH3:27])[C:13]=1[CH:28]([OH:41])[C:29]([O:31][CH3:32])=[O:30] |f:0.1|. Reported procedure: To a stirred solution of KHMDS (0.5 M in toluene, 4.6 mL, 4.75 mmol) in THF (12 mL) at −78° C. was added a solution of methyl 2-(7-chloro-5-methyl-3-phenylpyrazolo[1,5-a]pyrimidin-6-yl)acetate (0.48 g, 1.5 mmol) in THF (12 mL) over 20 mins. The reaction mixture was stirred at −78° C. for 30 min. A solution of 3-phenyl-2-(phenylsulfonyl)-1,2-oxaziridine (0.6 g, 2.3 mmol) in THF (12 mL) was added over 10 min and the resulted reaction mixture was stirred for an additional 30 min at −78° C. The reac...